From a dataset of the Open Reaction Database (ORD), a public repository of structured organic reaction records. describe an organic reaction: reactants, conditions, products, and yield The reactants are Br.O=C1C=2C=CN=CC2CCC1CC(=O)OC (Methyl 5,6,7,8-tetrahydro-5-oxoisoquinoline-6-acetate hydrobromide), C1(=CC=C(C=C1)NN)C (4-tolylhydrazine), Cl.C1(=CC=C(C=C1)NN)C (4-tolylhydrazine hydrochloride). Run in C=1(C(=CC=CC1)C)C (xylene). Product: CC1=CC=C(C=C1)N1N=C2C3=C(CCC2CC1=O)C=NC=C3 (4,4a,5,6-Tetrahydro-2-(4-methylphenyl)pyrido[3,4-h]cinnolin-3(2H)-one). Yield: 25.8%. As a reaction SMILES: Br.O=[C:3]1[CH:12]([CH2:13][C:14]([O:16]C)=O)[CH2:11][CH2:10][C:9]2[CH:8]=[N:7][CH:6]=[CH:5][C:4]1=2.[C:18]1([CH3:26])[CH:23]=[CH:22][C:21]([NH:24][NH2:25])=[CH:20][CH:19]=1.Cl.C1(C)C=CC(NN)=CC=1>C1(C)C(C)=CC=CC=1>[CH3:26][C:18]1[CH:23]=[CH:22][C:21]([N:24]2[C:14](=[O:16])[CH2:13][CH:12]3[C:3]([C:4]4[CH:5]=[CH:6][N:7]=[CH:8][C:9]=4[CH2:10][CH2:11]3)=[N:25]2)=[CH:20][CH:19]=1 |f:0.1,3.4|. Procedure details: Methyl 5,6,7,8-tetrahydro-5-oxoisoquinoline-6-acetate hydrobromide (1.2 g) (Wu et al, Synthetic Communications 24, 273 (1994)) 4-tolylhydrazine (0.5 g) and 4-tolylhydrazine hydrochloride (0.19 g) in xylene (20 ml) were heated under reflux for 3 hours. The reaction mixture was allowed to cool to room temperature and the volatiles removed. The residue was dissolved in dichloromethane-methanol, washed with sodium hydrogen carbonate solution twice and then brine. The organic phase was dried, filtere... Starting materials: [H-].[Na+] (NaH), [H][H] (Hydrogen), methyl dimethyl malonate, O1CCCC1 (tetrahydrofuran), [BH4-].[Na+] (NaBH4), O=S(Cl)Cl (SOCl2), [H][H] (Hydrogen), [Al+3].[Cl-].[Cl-].[Cl-] (AlCl3), O=S(Cl)Cl (SOCl2), oil, methyl diethyl malonate, ClC1=C(CCl)C=CC=C1 (2-chlorobenzylchloride). Solvent: CO (methanol). Reaction conditions: temperature 5 celsius. Yields the product CC=1CC2=C(C=CC=C2C1)Cl (2-methyl-7-chloroindene). Reaction SMILES: [H-].[Na+].[H][H].[Cl:5][C:6]1[CH:13]=[CH:12][CH:11]=[CH:10][C:7]=1[CH2:8]Cl.O=S(Cl)Cl.[Al+3].[Cl-].[Cl-].[Cl-].[BH4-].[Na+].O1C[CH2:27][CH2:26][CH2:25]1>CO>[CH3:27][C:26]1[CH2:8][C:7]2[C:10]([CH:25]=1)=[CH:11][CH:12]=[CH:13][C:6]=2[Cl:5] |f:0.1,5.6.7.8,9.10|. Reported procedure: A 5 L round-bottom flask is equipped with a mechanical stirrer, thermometer and reflux condenser, and swept thoroughly with nitrogen. 2 L tetrahydrofuran (THF) is added to the flask and then 116 g NaH, 60% dispersion in mineral oil (2.9 mol). An ice bath is applied to the flask and moderate stirring begun. 506 g methyl diethyl malonate (2.9 mol) is added slowly from an addition funnel maintaining the temperature below 10° C. Hydrogen evolution is monitored and vented through a mineral oil bubble...